The task is: describe an organic reaction: reactants, conditions, products, and yield. This data is from the Open Reaction Database (ORD), a public repository of structured organic reaction records. Starting materials: O=C([O-])[O-], CS(C)=O, [K+], [K+], O, COC(=O)c1cnc(I)c(OCCc2ncc[nH]2)c1. The product is COC(=O)c1cnc2c(c1)OCCc1nccn1-2. As a reaction SMILES: [C:20](=[O:21])([O-:22])[O-:23].[CH3:27][S:28](=[O:29])[CH3:30].[K+:24].[K+:25].[OH2:26].[nH:1]1[c:2]([CH2:6][CH2:7][O:8][c:9]2[c:10]([I:19])[n:11][cH:12][c:13]([C:14](=[O:15])[O:16][CH3:17])[cH:18]2)[n:3][cH:4][cH:5]1>>[n:1]1[c:2]2[n:3]([cH:4][cH:5]1)-[c:10]1[c:9]([cH:18][c:13]([C:14](=[O:15])[O:16][CH3:17])[cH:12][n:11]1)[O:8][CH2:7][CH2:6]2. Starting materials: C(C)(C)(C)OC(=O)NC1CCC(CC1)NC1=C2C(=CN=CC2=CC=C1)F (N-(tert-butoxycarbonyl)-N′-(4-fluoro-5-isoquinolyl)-1,4-cyclohexanediamine), Cl.CO (hydrogen chloride methanol). Yields the product Cl.FC1=CN=CC2=CC=CC(=C12)NC1CCC(CC1)N (N-(4-fluoro-5-isoquinolyl)-1,4-cyclohexanediamine hydrochloride). RXN SMILES: C(OC([NH:8][CH:9]1[CH2:14][CH2:13][CH:12]([NH:15][C:16]2[CH:25]=[CH:24][CH:23]=[C:22]3[C:17]=2[C:18]([F:26])=[CH:19][N:20]=[CH:21]3)[CH2:11][CH2:10]1)=O)(C)(C)C.[ClH:27].CO>>[ClH:27].[F:26][C:18]1[C:17]2[C:22](=[CH:23][CH:24]=[CH:25][C:16]=2[NH:15][CH:12]2[CH2:13][CH2:14][CH:9]([NH2:8])[CH2:10][CH2:11]2)[CH:21]=[N:20][CH:19]=1 |f:1.2,3.4|. Procedure details: According to the method of Example 1, Step C, deprotection was performed (50° C., 2 hours) by using Intermediate 77 (90.8 mg) and 10% hydrogen chloride/methanol solution (2 ml). The reaction mixture was cooled to room temperature, and then the solvent was evaporated under reduced pressure. The residue was added with methanol (1 ml) and diethyl ether (3 ml). The deposited precipitates were collected by filtration and washed with diethyl ether to obtain the title compound (75.4 mg). Reactants: Cl (HCl), ClC1=C(C(=O)N2C3=C(C4=C(CC2)C=NN4)SC=C3)C=CC(=C1)N (6(2-chloro-4-aminobenzoyl)-1,4,5,6-tetrahydropyrazolo[3,4-d]thieno[3,2-b]azepine), CC1=C(C(=O)Cl)C=C(C=C1)F (2-methyl-5-fluorobenzoyl chloride), preceding compound, [OH-].[Na+] (NaOH). Run in O (water), C(Cl)Cl (methylene chloride), C(Cl)Cl (methylene chloride), C(C)N(CC)CC (triethylamine), C(Cl)Cl (methylene chloride), CO (methanol), O1CCCC1 (tetrahydrofuran). Reaction conditions: time 18 hour. The product is N1N=CC2=C1C1=C(N(CC2)C(=O)C2=C(C=C(C=C2)NC(C2=C(C=CC(=C2)F)C)=O)Cl)C=CS1 (N-[4-[(4,5-Dihydropyrazolo[3,4-d]thieno[3,2-b]azepin-6(1H)-yl)carbonyl]-3-chlorophenyl]-5-fluoro-2-methylbenzamide). The yield is 57.1%. As a reaction SMILES: [Cl:1][C:2]1[CH:22]=[C:21]([NH2:23])[CH:20]=[CH:19][C:3]=1[C:4]([N:6]1[CH2:12][CH2:11][C:10]2[CH:13]=[N:14][NH:15][C:9]=2[C:8]2[S:16][CH:17]=[CH:18][C:7]1=2)=[O:5].[CH3:24][C:25]1[CH:33]=[CH:32][C:31]([F:34])=[CH:30][C:26]=1[C:27](Cl)=[O:28].[OH-].[Na+].Cl>C(Cl)Cl.CO.O1CCCC1.O.C(N(CC)CC)C>[NH:15]1[C:9]2[C:8]3[S:16][CH:17]=[CH:18][C:7]=3[N:6]([C:4]([C:3]3[CH:19]=[CH:20][C:21]([NH:23][C:27](=[O:28])[C:26]4[CH:30]=[C:31]([F:34])[CH:32]=[CH:33][C:25]=4[CH3:24])=[CH:22][C:2]=3[Cl:1])=[O:5])[CH2:12][CH2:11][C:10]=2[CH:13]=[N:14]1 |f:2.3|. Reported procedure: To an ice bath cooled mixture of 345 mg of 6(2-chloro-4-aminobenzoyl)-1,4,5,6-tetrahydropyrazolo[3,4-d]thieno[3,2-b]azepine in 3.5 ml of methylene chloride is added 417 μl of triethylamine is added a solution of 432 mg of 2-methyl-5-fluorobenzoyl chloride in 1.5 ml of methylene chloride. The reaction mixture is stirred at room temperature for 18 hours under argon. An additional 40 ml of methylene chloride is added followed by 20 ml of water. The organic layer is washed with 20 ml each of 2N citr... Reactants: CC1(N(C(N(C1=O)C=1C=CC(=C(C1)NC(CCl)=O)OC(F)(F)F)=O)CC1=CC=NC=C1)C (N-[5-(4,4-Dimethyl-2,5-dioxo-3-pyridin-4-ylmethyl-imidazolidin-1-yl)-2-trifluoromethoxy-phenyl]-2-chloro-acetamide), CC1(CCNCC1)C (4,4-dimethylpiperidine). The product is CC1(N(C(N(C1=O)C=1C=CC(=C(C1)NC(CN1CCC(CC1)(C)C)=O)OC(F)(F)F)=O)CC1=CC=NC=C1)C (N-[5-(4,4-Dimethyl-2,5-dioxo-3-pyridin-4-ylmethyl-imidazolidin-1-yl)-2-trifluoromethoxy-phenyl]-2-(4,4-dimethyl-piperidin-1-yl)-acetamide). As a reaction SMILES: [CH3:1][C:2]1([CH3:32])[C:6](=[O:7])[N:5]([C:8]2[CH:9]=[CH:10][C:11]([O:19][C:20]([F:23])([F:22])[F:21])=[C:12]([NH:14][C:15](=[O:18])[CH2:16]Cl)[CH:13]=2)[C:4](=[O:24])[N:3]1[CH2:25][C:26]1[CH:31]=[CH:30][N:29]=[CH:28][CH:27]=1.[CH3:33][C:34]1([CH3:40])[CH2:39][CH2:38][NH:37][CH2:36][CH2:35]1>>[CH3:1][C:2]1([CH3:32])[C:6](=[O:7])[N:5]([C:8]2[CH:9]=[CH:10][C:11]([O:19][C:20]([F:23])([F:22])[F:21])=[C:12]([NH:14][C:15](=[O:18])[CH2:16][N:37]3[CH2:38][CH2:39][C:34]([CH3:40])([CH3:33])[CH2:35][CH2:36]3)[CH:13]=2)[C:4](=[O:24])[N:3]1[CH2:25][C:26]1[CH:31]=[CH:30][N:29]=[CH:28][CH:27]=1. Procedure details: The title compound was prepared as described for example 1e using 100 mg N-[5-(4,4-Dimethyl-2,5-dioxo-3-pyridin-4-ylmethyl-imidazolidin-1-yl)-2-trifluoromethoxy-phenyl]-2-chloro-acetamide (raw material, as described above) and 15 mg 4,4-dimethylpiperidine. Yield: 2.5 mg Reactants: polyisocyanate, CN(C)C(=O)C(CCN1CCC(CC1)(C2=CC=C(C=C2)Cl)O)(C3=CC=CC=C3)C4=CC=CC=C4.Cl (Suprasec), propoxylated glycerol, C1CO1 (ethylene oxide), C(C(=C)C)(=O)OCCO (2-hydroxyethyl methacrylate), C(CCCCCCCCCCC)(=O)[O-].C(CCCCCCCCCCC)(=O)[O-].C(CCC)[Sn+2]CCCC (Dibutyl tin dilaurate), C(C(=C)C)(=O)OC (methyl methacrylate). Product: NC(=O)OCC.C(C(=C)C)(=O)OC (URETHANE METHYL METHACRYLATE). As a reaction SMILES: C[N:2](C(C(C1C=CC=CC=1)(C1C=CC=CC=1)CCN1CCC(O)(C2C=CC(Cl)=CC=2)CC1)=O)C.Cl.C1OC1.[C:39]([O:44][CH2:45][CH2:46]O)(=[O:43])C(C)=C.[C:48]([O:53][CH3:54])(=[O:52])[C:49]([CH3:51])=[CH2:50].C([O-])(=O)CCCCCCCCCCC.C([O-])(=O)CCCCCCCCCCC.C([Sn+2]CCCC)CCC>>[NH2:2][C:39]([O:44][CH2:45][CH3:46])=[O:43].[C:48]([O:53][CH3:54])(=[O:52])[C:49]([CH3:51])=[CH2:50] |f:0.1,5.6.7,8.9|. Procedure: A polyisocyanate having an average functionality of 2.6 (Suprasec (RTM) DND, ex ICI: 354 grams), a propoxylated glycerol end-capped with ethylene oxide and having a molecular weight of about 6000 (Daltocel (RTM) F2805, ex ICI; 240 grams), 2-hydroxyethyl methacrylate (338.5 grams) and methyl methacrylate (900.3 grams) were mixed and stirred under nitrogen. Dibutyl tin dilaurate (7 grams) was added with stirring and the reaction temperature rose to 70° C. After 2 hours the isocyanate concentration... Reactants: C(C)(C)NC1=NC2=C(N1C)C=CC(=C2)N (N2-isopropyl-1-methyl-1H-benzimidazole-2,5-diamine), C(=O)(O)[O-].[Na+] (NaHCO3), ClC1=NC=CC(=N1)Cl (2,4-dichloropyrimidine). The solvent is C1CCOC1 (THF), C(C)O (ethanol). Run at temperature 75 celsius, time 5 hour. Yields the product ClC1=NC=CC(=N1)NC1=CC2=C(N(C(=N2)NC(C)C)C)C=C1 (N5-(2-chloro-pyrimidin-4-yl)-N2-isopropyl-1-methyl-1H-benzimidazole-2,5-diamine). RXN SMILES: [CH:1]([NH:4][C:5]1[N:9]([CH3:10])[C:8]2[CH:11]=[CH:12][C:13]([NH2:15])=[CH:14][C:7]=2[N:6]=1)([CH3:3])[CH3:2].C([O-])(O)=O.[Na+].[Cl:21][C:22]1[N:27]=[C:26](Cl)[CH:25]=[CH:24][N:23]=1>C1COCC1.C(O)C>[Cl:21][C:22]1[N:27]=[C:26]([NH:15][C:13]2[CH:12]=[CH:11][C:8]3[N:9]([CH3:10])[C:5]([NH:4][CH:1]([CH3:3])[CH3:2])=[N:6][C:7]=3[CH:14]=2)[CH:25]=[CH:24][N:23]=1 |f:1.2|. Procedure details: To a solution of N2-isopropyl-1-methyl-1H-benzimidazole-2,5-diamine (1.46 g, 7.2 mmol) in THF (7 ml) and ethanol (21 ml) was added NaHCO3 (1.81 g, 21.6 mmol) and 2,4-dichloropyrimidine (2.68 g, 18 mmol) and the reaction was heated to 75° C. After 5 h, the reaction was filtered hot and concentrated to a gray foam. Ether was added and the solid was filtered and dried to give N5-(2-chloro-pyrimidin-4-yl)-N2-isopropyl-1-methyl-1H-benzimidazole-2,5-diamine as an off-white solid. N5-(2-chloro-pyrimidi...